This data is from the Open Reaction Database (ORD), a public repository of structured organic reaction records. The task is: describe an organic reaction: reactants, conditions, products, and yield Reactants: C(C=C)OCCCCCCCCBr (8-bromooctyl allyl ether), C1(=CC=C(C=C1)O)C1=CC=C(C=C1)O (biphenyl-4,4'-diol), [OH-].[K+] (potassium hydroxide). The solvent is CO (methanol). The product is C(C=C)OCCCCCCCCOC1=CC=C(C=C1)C1=CC=C(C=C1)O (4-[4'-(8-allyloxyoctyloxy)phenyl]phenol). The yield is 72.3%. As a reaction SMILES: [CH2:1]([O:4][CH2:5][CH2:6][CH2:7][CH2:8][CH2:9][CH2:10][CH2:11][CH2:12]Br)[CH:2]=[CH2:3].[C:14]1([C:21]2[CH:26]=[CH:25][C:24]([OH:27])=[CH:23][CH:22]=2)[CH:19]=[CH:18][C:17]([OH:20])=[CH:16][CH:15]=1.[OH-].[K+]>CO>[CH2:1]([O:4][CH2:5][CH2:6][CH2:7][CH2:8][CH2:9][CH2:10][CH2:11][CH2:12][O:20][C:17]1[CH:16]=[CH:15][C:14]([C:21]2[CH:26]=[CH:25][C:24]([OH:27])=[CH:23][CH:22]=2)=[CH:19][CH:18]=1)[CH:2]=[CH2:3] |f:2.3|. Procedure: A mixture of 7.0 g of 8-bromooctyl allyl ether, 11.0 g of biphenyl-4,4'-diol, and 8.0 g of potassium hydroxide was refluxed in methanol for 20 hours. After distilling methanol out under reduced pressure, acetone was added to the resulting solution, and hydrochloric acid was then added dropwise to the solution. After removing the insoluble matters away by filtration, the solvent was distilled out under reduced pressure. The residue was recrystallized from ethanol to obtain 7.2 g of the objective ... Reactants: C(C)(=O)O[C@@H]1OC([C@H]2C([C@@H]12)(C)C)=O ((1R,4R,5S)-4-acetoxy-6,6-dimethyl-3-oxabicyclo[3.1.0]hexane-2-one), Cl.CON (methoxyamine hydrochloride), [OH-].[Na+] (sodium hydroxide), Cl (hydrochloric acid). Solvent: C(C)O (ethanol). Run at time 4 hour. Product: CC1([C@@H]([C@@H]1C=NOC)C(=O)O)C ((1R,cis)-2,2-dimethyl-3-((methoxyimino)methyl)cyclopropanecarboxylic acid). Reaction SMILES: C(O[C@H:5]1[C@H:10]2[C@H:8]([C:9]2([CH3:12])[CH3:11])[C:7](=[O:13])[O:6]1)(=O)C.Cl.[CH3:15][O:16][NH2:17].[OH-].[Na+].Cl>C(O)C>[CH3:12][C:9]1([CH3:11])[C@@H:10]([CH:5]=[N:17][O:16][CH3:15])[C@H:8]1[C:7]([OH:6])=[O:13] |f:1.2,3.4|. Reported procedure: A 184 mg sample of (1R,4R,5S)-4-acetoxy-6,6-dimethyl-3-oxabicyclo[3.1.0]hexane-2-one in 2.5 ml of 60% aqueous ethanol was treated with 835 mg of methoxyamine hydrochloride and 40 mg of sodium hydroxide at room temperature. After 4 hours, the resulting mixture was acidified to pH 2 with dilute hydrochloric acid, and extracted with methylene chloride. The organic phase was dried (MgSO4) and stripped to yield 148 mg of the desired (1R,cis)-2,2-dimethyl-3-((methoxyimino)methyl)cyclopropanecarboxylic...